Task: describe an organic reaction: reactants, conditions, products, and yield. Dataset: the Open Reaction Database (ORD), a public repository of structured organic reaction records Starting materials: FC1=C(C=O)C=CC=C1[N+](=O)[O-] (2-fluoro-3-nitro-benzaldehyde), Cl(=O)[O-].[Na+] (sodium chlorite), O1CCOCC1 (1,4-dioxane), S(N)(O)(=O)=O (sulfamic acid). Solvent: O (water), O (water). Run at time 30 minute. Product: FC1=C(C(=O)O)C=CC=C1[N+](=O)[O-] (2-fluoro-3-nitro-benzoic acid). The yield is 13.5%. RXN SMILES: [F:1][C:2]1[C:9]([N+:10]([O-:12])=[O:11])=[CH:8][CH:7]=[CH:6][C:3]=1[CH:4]=[O:5].Cl([O-])=[O:14].[Na+].O1CCOCC1.S(=O)(=O)(O)N>O>[F:1][C:2]1[C:9]([N+:10]([O-:12])=[O:11])=[CH:8][CH:7]=[CH:6][C:3]=1[C:4]([OH:14])=[O:5] |f:1.2|. Reported procedure: In a round bottom flask, 2-fluoro-3-nitro-benzaldehyde (15, 1.02 g, 6.03 mmol) is combined with sodium chlorite (1.26 g, 11.15 mmol), 60 mL of 1,4-dioxane, 20 mL of water, and sulfamic acid (4.47 g, 46.0 mmol) and the reaction is stirred at room temperature for 30 minutes. The mixture is poured into water and extracted with ethyl acetate. The organic layer is washed with water, then brine, dried over magnesium sulfate, filtered and the filtrate is concentrated under vacuum. The resulting materia...